Task: describe an organic reaction: reactants, conditions, products, and yield. Dataset: the Open Reaction Database (ORD), a public repository of structured organic reaction records The reactants are CC(C)Oc1ccc(-c2cnc(-c3cccc4c3CCC4N(C(=O)[O-])C(C)(C)C)s2)cc1C#N, C1COCCO1, CCOCC, Cl. Product: Cl, CC(C)Oc1ccc(-c2cnc(-c3cccc4c3CCC4N)s2)cc1C#N. As a reaction SMILES: [C:1]([N:5]([C:2](=[O:3])[O-:4])[CH:9]1[CH2:10][CH2:11][c:12]2[c:13](-[c:18]3[s:19][c:20](-[c:23]4[cH:24][c:25]([C:33]#[N:34])[c:26]([O:29][CH:30]([CH3:31])[CH3:32])[cH:27][cH:28]4)[cH:21][n:22]3)[cH:14][cH:15][cH:16][c:17]21)([CH3:6])([CH3:7])[CH3:8].[CH2:36]1[O:37][CH2:38][CH2:39][O:40][CH2:41]1.[CH3:42][CH2:43][O:44][CH2:45][CH3:46].[ClH:35]>>[ClH:35].[NH2:5][CH:9]1[CH2:10][CH2:11][c:12]2[c:13](-[c:18]3[s:19][c:20](-[c:23]4[cH:24][c:25]([C:33]#[N:34])[c:26]([O:29][CH:30]([CH3:31])[CH3:32])[cH:27][cH:28]4)[cH:21][n:22]3)[cH:14][cH:15][cH:16][c:17]21. The reactants are C(\C=C\C(=O)O)(=O)O (fumaric acid), Cl.C1(=CC=CC=C1)C(CCCN1CCNCC1)C1=CC=CC=C1 (1-(4,4-diphenylbutyl)piperazine hydrochloride), ClCCC1(OCCC2=C1C=C(C(=C2)OC)OC)CC (1-(2-chloroethyl)-1-ethyl-3,4-dihydro-6,7-dimethoxy-1H-2-benzopyran), C([O-])([O-])=O.[K+].[K+] (potassium carbonate), [I-].[K+] (potassium iodide). Run in C(C)O (ethanol), CN(C=O)C (dimethylformamide). Reaction conditions: temperature 100 celsius. Yields the product difumarate, C(\C=C\C(=O)O)(=O)O.C(C)C1(OCCC2=C1C=C(C(=C2)OC)OC)CCN2CCN(CC2)CCCC(C2=CC=CC=C2)C2=CC=CC=C2 (1-[2-(1-ethyl-3,4-dihydro-6,7-dimethoxy-1H-2-benzopyran-1-yl)ethyl]-4-(4,4-diphenylbutyl)piperazine (E)-2-butenedioate). Isolated yield 26.4%. Reaction SMILES: Cl.[C:2]1([CH:8]([C:18]2[CH:23]=[CH:22][CH:21]=[CH:20][CH:19]=2)[CH2:9][CH2:10][CH2:11][N:12]2[CH2:17][CH2:16][NH:15][CH2:14][CH2:13]2)[CH:7]=[CH:6][CH:5]=[CH:4][CH:3]=1.Cl[CH2:25][CH2:26][C:27]1([CH2:41][CH3:42])[C:32]2[CH:33]=[C:34]([O:39][CH3:40])[C:35]([O:37][CH3:38])=[CH:36][C:31]=2[CH2:30][CH2:29][O:28]1.C(=O)([O-])[O-].[K+].[K+].[I-].[K+].[C:51]([OH:58])(=[O:57])/[CH:52]=[CH:53]/[C:54]([OH:56])=[O:55]>CN(C)C=O.C(O)C>[C:51]([OH:58])(=[O:57])/[CH:52]=[CH:53]/[C:54]([OH:56])=[O:55].[CH2:41]([C:27]1([CH2:26][CH2:25][N:15]2[CH2:14][CH2:13][N:12]([CH2:11][CH2:10][CH2:9][CH:8]([C:2]3[CH:3]=[CH:4][CH:5]=[CH:6][CH:7]=3)[C:18]3[CH:23]=[CH:22][CH:21]=[CH:20][CH:19]=3)[CH2:17][CH2:16]2)[C:32]2[CH:33]=[C:34]([O:39][CH3:40])[C:35]([O:37][CH3:38])=[CH:36][C:31]=2[CH2:30][CH2:29][O:28]1)[CH3:42] |f:0.1,3.4.5,6.7,11.12|. Reported procedure: A mixture of 8 g of 1-(4,4-diphenylbutyl)piperazine hydrochloride, 8.4 g of known 1-(2-chloroethyl)-1-ethyl-3,4-dihydro-6,7-dimethoxy-1H-2-benzopyran, 5,6 g of potassium carbonate and 1 g of potassium iodide in 100 ml of dimethylformamide was heated at 100° C. for 3 h. After hydrolysis the mixture was extracted twice with ethyl acetate, dried and concentrated. The difumarate salt was prepared by adding 14.6 g of fumaric acid to a solution of the free base in ethanol, to give 4.2 g (35.6%) of 1-[... Reactants: ClC=1C=C(C=C(C1C(O)C1=CC=C(C=C1)Cl)Cl)N1N=CC(NC1=O)=O (2-[3,5-dichloro-4-[(4-chlorophenyl)hydroxymethyl]phenyl]-1,2,4-triazine-3,5(2H,4H)-dione), C1(=CC=CC=C1)C1=NNC(O1)=S (5-phenyl-1,3,4-oxadiazole-2(3H)-thione), water ice. The solvent is CS(=O)(=O)O (methanesulfonic acid). Conditions: time 18 hour. The product is ClC=1C=C(C=C(C1C(SC=1OC(=NN1)C1=CC=CC=C1)C1=CC=C(C=C1)Cl)Cl)N1N=CC(NC1=O)=O ((±)-2-[3,5-dichloro-4-[(4-chlorophenyl)[(5-phenyl-1,3,4-oxadiazol-2-yl)thio]methyl]phenyl]-1,2,4-triazine-3,5(2H,4H)-dione). The yield is 35.8%. RXN SMILES: [Cl:1][C:2]1[CH:3]=[C:4]([N:18]2[C:23](=[O:24])[NH:22][C:21](=[O:25])[CH:20]=[N:19]2)[CH:5]=[C:6]([Cl:17])[C:7]=1[CH:8]([C:10]1[CH:15]=[CH:14][C:13]([Cl:16])=[CH:12][CH:11]=1)O.[C:26]1([C:32]2[O:36][C:35](=[S:37])[NH:34][N:33]=2)[CH:31]=[CH:30][CH:29]=[CH:28][CH:27]=1>CS(O)(=O)=O>[Cl:1][C:2]1[CH:3]=[C:4]([N:18]2[C:23](=[O:24])[NH:22][C:21](=[O:25])[CH:20]=[N:19]2)[CH:5]=[C:6]([Cl:17])[C:7]=1[CH:8]([C:10]1[CH:15]=[CH:14][C:13]([Cl:16])=[CH:12][CH:11]=1)[S:37][C:35]1[O:36][C:32]([C:26]2[CH:31]=[CH:30][CH:29]=[CH:28][CH:27]=2)=[N:33][N:34]=1. Procedure: A mixture of 2-[3,5-dichloro-4-[(4-chlorophenyl)hydroxymethyl]phenyl]-1,2,4-triazine-3,5(2H,4H)-dione (0.005 mol) and 5-phenyl-1,3,4-oxadiazole-2(3H)-thione (0.006 mol) in methanesulfonic acid (20 ml) was stirred for 18 hours at RT. The reaction mixture was poured out into water/ice (150 ml), and the resulting precipitate was filtered off, stirred in water, treated with NaHCO3 and this mixture was extracted with CH2Cl2. The separated organic layer was dried, filtered and the solvent evaporated. ... Reactants: 1,8-diazabicyclo[5.4.0, CCCCCCC=CCCC (undec-7-ene), C1(=CC=CC=C1)C=1N=CC(=NC1C1=CC=CC=C1)N(C(C)C)CCCCOCC(=O)O (2-{4-[N-(5,6-diphenylpyrazin-2-yl)-N-isopropylamino]butyloxy}acetic acid), C(=O)(N1C=NC=C1)N1C=NC=C1 (1,1′-carbonyldiimidazole), CC=1C=CC(=CC1)S(=O)(=O)N (p-toluenesulfonamide). Run in O1CCCC1 (tetrahydrofuran). Conditions: time 30 minute. Yields the product C1(=CC=CC=C1)C=1N=CC(=NC1C1=CC=CC=C1)N(C(C)C)CCCCOCC(=O)NS(=O)(=O)C1=CC=C(C=C1)C (2-{4-[N-(5,6-diphenylpyrazin-2-yl)-N-isopropylamino]butyloxy}-N-(p-toluenesulfonyl)acetamide). Isolated yield 67.4%. RXN SMILES: [C:1]1([C:7]2[N:8]=[CH:9][C:10]([N:19]([CH2:23][CH2:24][CH2:25][CH2:26][O:27][CH2:28][C:29](O)=[O:30])[CH:20]([CH3:22])[CH3:21])=[N:11][C:12]=2[C:13]2[CH:18]=[CH:17][CH:16]=[CH:15][CH:14]=2)[CH:6]=[CH:5][CH:4]=[CH:3][CH:2]=1.C(N1C=CN=C1)(N1C=CN=C1)=O.[CH3:44][C:45]1[CH:46]=[CH:47][C:48]([S:51]([NH2:54])(=[O:53])=[O:52])=[CH:49][CH:50]=1.CCCCCCC=CCCC>O1CCCC1>[C:1]1([C:7]2[N:8]=[CH:9][C:10]([N:19]([CH2:23][CH2:24][CH2:25][CH2:26][O:27][CH2:28][C:29]([NH:54][S:51]([C:48]3[CH:49]=[CH:50][C:45]([CH3:44])=[CH:46][CH:47]=3)(=[O:52])=[O:53])=[O:30])[CH:20]([CH3:22])[CH3:21])=[N:11][C:12]=2[C:13]2[CH:18]=[CH:17][CH:16]=[CH:15][CH:14]=2)[CH:6]=[CH:5][CH:4]=[CH:3][CH:2]=1. Procedure details: To a solution of 500 mg of 2-{4-[N-(5,6-diphenylpyrazin-2-yl)-N-isopropylamino]butyloxy}acetic acid obtained in Example 42 in 5 ml of anhydrous tetrahydrofuran, 214 mg of 1,1′-carbonyldiimidazole was added and, after stirring at room temperature for 30 minutes, the mixture was heated at reflux for 30 minutes. After air-cooling to room temperature, 206 mg of p-toluenesulfonamide was added. After stirring for 10 minutes, 0.18 ml of 1,8-diazabicyclo[5.4.0.]undec-7-ene was added dropwise. After stir...